From a dataset of the Open Reaction Database (ORD), a public repository of structured organic reaction records. describe an organic reaction: reactants, conditions, products, and yield Starting materials: Cc1ccc(C(=O)O)cn1, Cl, Cl, Cl, NC1CCC(CCN2CCN(c3nccc4c3CCO4)CC2)CC1. The product is Cc1ccc(C(=O)NC2CCC(CCN3CCN(c4nccc5c4CCO5)CC3)CC2)cn1. RXN SMILES: [CH3:28][c:29]1[n:30][cH:31][c:32]([C:33](=[O:34])[OH:35])[cH:36][cH:37]1.[ClH:1].[ClH:2].[ClH:3].[O:4]1[CH2:5][CH2:6][c:7]2[c:8]([N:13]3[CH2:14][CH2:15][N:16]([CH2:19][CH2:20][CH:21]4[CH2:22][CH2:23][CH:24]([NH2:27])[CH2:25][CH2:26]4)[CH2:17][CH2:18]3)[n:9][cH:10][cH:11][c:12]21>>[O:4]1[CH2:5][CH2:6][c:7]2[c:8]([N:13]3[CH2:14][CH2:15][N:16]([CH2:19][CH2:20][CH:21]4[CH2:22][CH2:23][CH:24]([NH:27][C:33]([c:32]5[cH:31][n:30][c:29]([CH3:28])[cH:37][cH:36]5)=[O:34])[CH2:25][CH2:26]4)[CH2:17][CH2:18]3)[n:9][cH:10][cH:11][c:12]21. The reactants are C1(CC1)COC1=C(C=CC(=N1)C(=O)O)N1CC(C1)(F)F (6-cyclopropylmethoxy-5-(3,3-difluoro-azetidin-1-yl)-pyridine-2-carboxylic acid), Cl.N[C@H](C(=O)N(C)C)CC1CC1 ((S)-2-amino-3-cyclopropyl-N,N-dimethylpropanamide hydrochloride). Yields the product C1(CC1)C[C@@H](C(N(C)C)=O)NC(=O)C1=NC(=C(C=C1)N1CC(C1)(F)F)OCC1CC1 (6-Cyclopropylmethoxy-5-(3,3-difluoro-azetidin-1-yl)-pyridine-2-carboxylic acid ((S)-2-cyclopropyl-1-dimethylcarbamoyl-ethyl)-amide). As a reaction SMILES: [CH:1]1([CH2:4][O:5][C:6]2[N:11]=[C:10]([C:12]([OH:14])=O)[CH:9]=[CH:8][C:7]=2[N:15]2[CH2:18][C:17]([F:20])([F:19])[CH2:16]2)[CH2:3][CH2:2]1.Cl.[NH2:22][C@@H:23]([CH2:29][CH:30]1[CH2:32][CH2:31]1)[C:24]([N:26]([CH3:28])[CH3:27])=[O:25]>>[CH:30]1([CH2:29][C@H:23]([NH:22][C:12]([C:10]2[CH:9]=[CH:8][C:7]([N:15]3[CH2:18][C:17]([F:20])([F:19])[CH2:16]3)=[C:6]([O:5][CH2:4][CH:1]3[CH2:2][CH2:3]3)[N:11]=2)=[O:14])[C:24](=[O:25])[N:26]([CH3:27])[CH3:28])[CH2:32][CH2:31]1 |f:1.2|. Procedure: The title compound was synthesized in analogy to Example 1, using 6-cyclopropylmethoxy-5-(3,3-difluoro-azetidin-1-yl)-pyridine-2-carboxylic acid (Example 69 b) and (S)-2-amino-3-cyclopropyl-N,N-dimethylpropanamide hydrochloride (Example 222 b) as starting materials. MS (EI): m/e=423.0 [M+H]+.